describe an organic reaction: reactants, conditions, products, and yield From a dataset of the Open Reaction Database (ORD), a public repository of structured organic reaction records. Run in C(Cl)Cl (DCM). Yields the product COC(\C=C\C=1C=C2C(CC3(CCN(CC3)CCC3=CNC4=CC=CC=C34)OC2=CC1)=O)=O ((E)-3-{1′-[2-(1H-indol-3-yl)ethyl]-4-oxo-spiro[chromane-2,4′-piperidine]-6-yl}-acrylic acid methyl ester). Conditions: time 8 hour. Reactants: TEA, BrCCC1=CNC2=CC=CC=C12 (3-(2-bromoethyl)-1H-indole), COC(\C=C\C=1C=C2C(CC3(CCN(CC3)C(=O)OC(C)(C)C)OC2=CC1)=O)=O ((E)-3-{1′-tert-butoxycarbonyl-4-oxo-spiro[chromane-2,4′-piperidine]-6-yl}-acrylic acid methyl ester), COC(\C=C\C=1C=C2C(CC3(CCN(CC3)C(=O)OC(C)(C)C)OC2=CC1)=O)=O ((E)-3-{1′-tert-butoxycarbonyl-4-oxo-spiro[chromane-2,4′-piperidine]-6-yl}-acrylic acid methyl ester). Isolated yield 44.3%. Procedure details: TEA (0.46 ml, 3.3 mmol) and 3-(2-bromoethyl)-1H-indole (193 mg, 0.863 mmol) were added to a suspension of (E)-3-{4-oxo-spiro[chromane-2,4′-piperidine]-6-yl}-acrylic acid methyl ester hydrochloride (220 mg, 0.66 mmol, Intermediate 1) in DCM (5 ml), and the mixture was stirred at RT overnight. DCM was evaporated and the residue was dissolved in DMF and heated at 60° C. overnight. The mixture was partitioned between water and AcOEt and the aqueous phase was extracted with DCM. The collected organic... As a reaction SMILES: Br[CH2:2][CH2:3][C:4]1[C:12]2[C:7](=[CH:8][CH:9]=[CH:10][CH:11]=2)[NH:6][CH:5]=1.[CH3:13][O:14][C:15](=[O:41])/[CH:16]=[CH:17]/[C:18]1[CH:19]=[C:20]2[C:37](=[CH:38][CH:39]=1)[O:36][C:23]1([CH2:28][CH2:27][N:26](C(OC(C)(C)C)=O)[CH2:25][CH2:24]1)[CH2:22][C:21]2=[O:40]>C(Cl)Cl>[CH3:13][O:14][C:15](=[O:41])/[CH:16]=[CH:17]/[C:18]1[CH:19]=[C:20]2[C:37](=[CH:38][CH:39]=1)[O:36][C:23]1([CH2:24][CH2:25][N:26]([CH2:2][CH2:3][C:4]3[C:12]4[C:7](=[CH:8][CH:9]=[CH:10][CH:11]=4)[NH:6][CH:5]=3)[CH2:27][CH2:28]1)[CH2:22][C:21]2=[O:40]. The reactants are COCCC1=NC(=NC=C1CO)C1=CC=C(C=C1)C(F)(F)F ([4-(2-methoxy-ethyl)-2-(4-trifluoromethyl-phenyl)-pyrimidin-5-yl]-methanol), S(=O)(Cl)Cl (thionylchloride). Run in ClCCl (dichloromethane), CCOCC (ether). Product: ClCC=1C(=NC(=NC1)C1=CC=C(C=C1)C(F)(F)F)CCOC (5-chloromethyl-4-(2-methoxy-ethyl)-2-(4-trifluoromethyl-phenyl)-pyrimidine). The yield is 100.0%. As a reaction SMILES: [CH3:1][O:2][CH2:3][CH2:4][C:5]1[C:10]([CH2:11]O)=[CH:9][N:8]=[C:7]([C:13]2[CH:18]=[CH:17][C:16]([C:19]([F:22])([F:21])[F:20])=[CH:15][CH:14]=2)[N:6]=1.S(Cl)([Cl:25])=O>ClCCl.CCOCC>[Cl:25][CH2:11][C:10]1[C:5]([CH2:4][CH2:3][O:2][CH3:1])=[N:6][C:7]([C:13]2[CH:18]=[CH:17][C:16]([C:19]([F:22])([F:21])[F:20])=[CH:15][CH:14]=2)=[N:8][CH:9]=1. Procedure: A solution of 3.23 g (10.34 mmol) [4-(2-methoxy-ethyl)-2-(4-trifluoromethyl-phenyl)-pyrimidin-5-yl]-methanol and 0.788 ml (10.86 mmol) thionylchloride in 30 ml dichloromethane was stirred for 1 h at RT. The reaction mixture was taken up in ether and washed with sodium bicarbonate solution and water. The ether phase was concentrated under reduced pressure to give 3.42 g of pure 5-chloromethyl-4-(2-methoxy-ethyl)-2-(4-trifluoromethyl-phenyl)-pyrimidine. The reactants are CN(N=C(C1=C(C=CC=C1F)Cl)Cl)S(=O)(=O)C1=CC=CC=C1 (N-methyl-N-(benzenesulfonyl)-2-chloro-6-fluorobenzohydrazonoyl chloride), ClC=1C=C(C#N)C=CC1CC1=CC(=C(C=C1)Cl)Cl (3-chloro-4-(3,4-dichlorobenzyl)benzonitrile). The reagents and catalysts are [Fe](Cl)(Cl)Cl (iron (III) chloride). Solvent: C(Cl)(Cl)Cl (chloroform). Reaction conditions: temperature 140 celsius, time 1 hour. Product: ClC=1C=C(C=CC1CC1=CC(=C(C=C1)Cl)Cl)C1=NC(=NN1C)C1=C(C=CC=C1F)Cl (5-[3-chloro-4-(3,4-dichlorobenzyl)phenyl]3-(2-chloro-6-fluorophenyl)-1-methyl-1H-1,2,4-triazole). The yield is 48.0%. Reaction SMILES: [CH3:1][N:2](S(C1C=CC=CC=1)(=O)=O)[N:3]=[C:4](Cl)[C:5]1[C:10]([F:11])=[CH:9][CH:8]=[CH:7][C:6]=1[Cl:12].[Cl:23][C:24]1[CH:25]=[C:26]([CH:29]=[CH:30][C:31]=1[CH2:32][C:33]1[CH:38]=[CH:37][C:36]([Cl:39])=[C:35]([Cl:40])[CH:34]=1)[C:27]#[N:28]>C(Cl)(Cl)Cl.[Fe](Cl)(Cl)Cl>[Cl:23][C:24]1[CH:25]=[C:26]([C:27]2[N:2]([CH3:1])[N:3]=[C:4]([C:5]3[C:10]([F:11])=[CH:9][CH:8]=[CH:7][C:6]=3[Cl:12])[N:28]=2)[CH:29]=[CH:30][C:31]=1[CH2:32][C:33]1[CH:38]=[CH:37][C:36]([Cl:39])=[C:35]([Cl:40])[CH:34]=1. Procedure details: A mixture of N-methyl-N-(benzenesulfonyl)-2-chloro-6-fluorobenzohydrazonoyl chloride (1.00 g), 3-chloro-4-(3,4-dichlorobenzyl)benzonitrile (0.93 g), anhydrous iron (III) chloride (0.50 g) and o-dichtorobenzene (5 ml) is stirred at an oil bath temperature of 140° C. for 1 hour. After cooling, the reaction mixture is dissolved in chloroform (300 ml), washed with dilute hydrochrolic acid, dilute aqueous solution of sodium hydroxide and saline in this order, dried over anhydrous magnesium sulfate an... Reactants: BrC1=CC=C2C=CN=C(C2=C1)Cl (7-bromo-1-chloroisoquinoline). Reagents/catalysts: [Zn] (zinc). Solvent: C(C)(=O)O (acetic acid). Product: BrC1=CC=C2C=CN=CC2=C1 (7-bromoisoquinoline). Yield: 86.8%. RXN SMILES: [Br:1][C:2]1[CH:11]=[C:10]2[C:5]([CH:6]=[CH:7][N:8]=[C:9]2Cl)=[CH:4][CH:3]=1>C(O)(=O)C.[Zn]>[Br:1][C:2]1[CH:11]=[C:10]2[C:5]([CH:6]=[CH:7][N:8]=[CH:9]2)=[CH:4][CH:3]=1. Reported procedure: A solution of 7-bromo-1-chloroisoquinoline (2.50 g, 10.3 mmol) and activated zinc (1.40 g, 21.65 mmol) in acetic acid (20 mL) was heated at reflux for 2 h. The reaction mixture was cooled to room temperature and concentrated under reduced pressure. The resulting residue was partitioned between ethyl acetate and water. The organic layer was washed with saturated sodium chloride, dried (sodium sulfate), filtered, and concentrated under reduced pressure to provide 7-bromoisoquinoline (1.86 g): ESI ... Starting materials: C(C(C)C)C1=CC=C(C=C1)C1=NC(=NO1)C=1N=CC(=NC1)CO ({5-[5-(4-isobutylphenyl)-1,2,4-oxadiazol-3-yl]pyrazin-2-yl}methanol), C(C(C)C)C1=CC=C(C=C1)C1=NOC(=N1)C=1C=CC(=NC1)C=O (5-[3-(4-Isobutyl-phenyl)-[1,2,4]oxadiazol-5-yl]-pyridine-2-carbaldehyde), C(C(C)C)C1=CC=C(C=C1)C1=NOC(=N1)C=1C=CC(=NC1)C=O (5-[3-(4-isobutyl-phenyl)-[1,2,4]oxadiazol-5-yl]-pyridine-2-carbaldehyde). Yields the product C(C(C)C)C1=CC=C(C=C1)C1=NC(=NO1)C=1N=CC(=NC1)C=O (5-[5-(4-Isobutylphenyl)-1,2,4-oxadiazol-3-yl]pyrazine-2-carbaldehyde). As a reaction SMILES: [CH2:1]([C:5]1[CH:10]=[CH:9][C:8]([C:11]2[O:15][N:14]=[C:13]([C:16]3[N:17]=[CH:18][C:19]([CH2:22][OH:23])=[N:20][CH:21]=3)[N:12]=2)=[CH:7][CH:6]=1)[CH:2]([CH3:4])[CH3:3].C(C1C=CC(C2N=C(C3C=CC(C=O)=NC=3)ON=2)=CC=1)C(C)C>>[CH2:1]([C:5]1[CH:6]=[CH:7][C:8]([C:11]2[O:15][N:14]=[C:13]([C:16]3[N:17]=[CH:18][C:19]([CH:22]=[O:23])=[N:20][CH:21]=3)[N:12]=2)=[CH:9][CH:10]=1)[CH:2]([CH3:4])[CH3:3]. Reported procedure: The title compound was prepared from {5-[5-(4-isobutylphenyl)-1,2,4-oxadiazol-3-yl]pyrazin-2-yl}methanol by procedures analogous to those described in Preparation 4F for the preparation of 5-[3-(4-isobutyl-phenyl)-[1,2,4]oxadiazol-5-yl]-pyridine-2-carbaldehyde. Reactants: Cn1c(C(=O)O)cc2ccccc21, O=C(Cl)C(=O)Cl, ClCCl, CN(C)C=O. Product: Cn1c(C(=O)Cl)cc2ccccc21. Reaction SMILES: [CH3:1][n:2]1[c:3]([C:11](=[O:12])[OH:13])[cH:4][c:5]2[cH:6][cH:7][cH:8][cH:9][c:10]12.[Cl:14][C:15]([C:16]([Cl:17])=[O:18])=[O:19].[Cl:25][CH2:26][Cl:27].[O:20]=[CH:21][N:22]([CH3:23])[CH3:24]>>[CH3:1][n:2]1[c:3]([C:11](=[O:13])[Cl:14])[cH:4][c:5]2[cH:6][cH:7][cH:8][cH:9][c:10]12.